Dataset: the Open Reaction Database (ORD), a public repository of structured organic reaction records. Task: describe an organic reaction: reactants, conditions, products, and yield The reactants are CC(C)(C)OC(=O)NC1Cc2ccc([N+](=O)[O-])cc2C1, CCO. Product: CC(C)(C)OC(=O)NC1Cc2ccc(N)cc2C1. RXN SMILES: [C:1]([CH3:2])([CH3:3])([CH3:4])[O:5][C:6]([NH:7][CH:8]1[CH2:9][c:10]2[cH:11][cH:12][c:13]([N+:17]([O-:18])=[O:19])[cH:14][c:15]2[CH2:16]1)=[O:20].[CH3:21][CH2:22][OH:23]>>[C:1]([CH3:2])([CH3:3])([CH3:4])[O:5][C:6]([NH:7][CH:8]1[CH2:9][c:10]2[cH:11][cH:12][c:13]([NH2:17])[cH:14][c:15]2[CH2:16]1)=[O:20].